Dataset: the Open Reaction Database (ORD), a public repository of structured organic reaction records. Task: describe an organic reaction: reactants, conditions, products, and yield Reaction SMILES: [N+:1]([C:4]1[CH:12]=[CH:11][CH:10]=[C:6]([C:7]([OH:9])=[O:8])[C:5]=1[C:13]([OH:15])=[O:14])([O-:3])=[O:2].COC(=O)[O-].[CH3:21][NH+:22]1[CH2:26][CH:25]([CH3:27])[N:24]([CH3:28])[CH:23]1[CH3:29]>>[CH3:21][NH+:22]1[CH2:26][CH:25]([CH3:27])[N:24]([CH3:28])[CH:23]1[CH3:29].[N+:1]([C:4]1[CH:12]=[CH:11][CH:10]=[C:6]([C:7]([O-:9])=[O:8])[C:5]=1[C:13]([O-:15])=[O:14])([O-:3])=[O:2] |f:1.2,3.4|. Reactants: [N+](=O)([O-])C1=C(C(C(=O)O)=CC=C1)C(=O)O (3-nitrophthalic acid), COC([O-])=O.C[NH+]1C(N(C(C1)C)C)C (1,2,3,4-tetramethyl imidazolinium methyl carbonate salt). Reported procedure: Next, 3-nitrophthalic acid (0.1 mol) was added into a 1,2,3,4-tetramethyl imidazolinium methyl carbonate salt (0.1 mol) solution to induce a salt exchange reaction, thereby obtaining a 1,2,3,4-tetramethyl imidazolinium•3-nitrophthalate solution. The product is C[NH+]1C(N(C(C1)C)C)C.[N+](=O)([O-])C1=C(C(C(=O)[O-])=CC=C1)C(=O)[O-] (1,2,3,4-tetramethyl imidazolinium•3-nitrophthalate).